Dataset: the Open Reaction Database (ORD), a public repository of structured organic reaction records. Task: describe an organic reaction: reactants, conditions, products, and yield The reactants are CCOC(CBr)OCC, CS(C)=O, [K+], [OH-], O, Oc1ccc(-c2ccccc2)cc1. The product is CCOC(COc1ccc(-c2ccccc2)cc1)OCC. As a reaction SMILES: [CH2:14]([CH3:15])[O:16][CH:17]([CH2:18][Br:19])[O:20][CH2:21][CH3:22].[CH3:25][S:26]([CH3:27])=[O:28].[K+:24].[OH-:23].[OH2:29].[c:1]1(-[c:7]2[cH:8][cH:9][c:10]([OH:13])[cH:11][cH:12]2)[cH:2][cH:3][cH:4][cH:5][cH:6]1>>[c:1]1(-[c:7]2[cH:8][cH:9][c:10]([O:13][CH2:18][CH:17]([O:16][CH2:14][CH3:15])[O:20][CH2:21][CH3:22])[cH:11][cH:12]2)[cH:2][cH:3][cH:4][cH:5][cH:6]1. Starting materials: [N+](=O)([O-])C=1NC=CN1 (2-nitroimidazole), [H-].[Na+] (sodium hydride), C[Si](CCOCCl)(C)C (2-(Trimethylsilyl)ethoxymethyl chloride). Solvent: C1CCOC1 (THF). Reaction conditions: temperature 5 celsius, time 1.5 hour. The product is [N+](=O)([O-])C=1N(C=CN1)COCC[Si](C)(C)C (2-Nitro-1-(2-trimethylsilanyl-ethoxymethyl)-1H-imidazole). Yield: 92.7%. RXN SMILES: [N+:1]([C:4]1[NH:5][CH:6]=[CH:7][N:8]=1)([O-:3])=[O:2].[H-].[Na+].[CH3:11][Si:12]([CH3:19])([CH3:18])[CH2:13][CH2:14][O:15][CH2:16]Cl>C1COCC1>[N+:1]([C:4]1[N:5]([CH2:16][O:15][CH2:14][CH2:13][Si:12]([CH3:19])([CH3:18])[CH3:11])[CH:6]=[CH:7][N:8]=1)([O-:3])=[O:2] |f:1.2|. Procedure details: A suspension of 2-nitroimidazole (0.885 g, 7.8 mmol) and sodium hydride (60% dispersion in mineral oil, 0.440 g, 11.0 mmol, 1.4 equiv) in THF (20 mL) was stirred for 1.5 h at 5° C., under an argon atmosphere. 2-(Trimethylsilyl)ethoxymethyl chloride (1.5 mL, 8.6 mmol, 1.1 equiv) was then added. The reaction mixture was stirred for 2.5 h at 5° C., quenched by addition of a saturated aqueous solution of NH4Cl, and extracted with EtOAc. The combined organic phase was washed with H2O and brine, dried... The reactants are C(C)(C)(C)C1=C(C(C(=O)O)=C(C=C1)C)O (3-tert. Butyl-6-methyl salicylic acid), [N+](=O)(O)[O-] (nitric acid). Run in C(C)(=O)O (acetic acid). Run at temperature 15 celsius. Yields the product C(C)(C)(C)C1=C(C(C(=O)O)=C(C(=C1)[N+](=O)[O-])C)O (3-tert. butyl-5-nitro-6-methyl salicylic acid). As a reaction SMILES: [C:1]([C:5]1[CH:13]=[CH:12][C:11]([CH3:14])=[C:7]([C:8]([OH:10])=[O:9])[C:6]=1[OH:15])([CH3:4])([CH3:3])[CH3:2].[N+:16]([O-])([OH:18])=[O:17]>C(O)(=O)C>[C:1]([C:5]1[CH:13]=[C:12]([N+:16]([O-:18])=[O:17])[C:11]([CH3:14])=[C:7]([C:8]([OH:10])=[O:9])[C:6]=1[OH:15])([CH3:4])([CH3:3])[CH3:2]. Reported procedure: 3-tert. Butyl-6-methyl salicylic acid (62.4 g 0.3M) was suspended in glacial acetic acid (300 ml) and cooled to 15°C. Concentrated nitric acid (22.5 ml) was added dropwise with stirring at such a rate that the temperature was maintained at approx. 10°-15°C. The mixture was stirred for 1 hour at this temp. and then poured onto crushed ice. A precipitate formed which was filtered off, washed with benzene and finally recrystallized from acetonitrile to give 3-tert. butyl-5-nitro-6-methyl salicylic ... Reaction conditions: temperature 20 celsius, time 12 hour. Starting materials: C1(CC1)C1=CC(=NN1)NC1=NC(=NC=C1C#C)C1=CC=C(S1)CNC(OC(C)(C)C)=O (tert-butyl (5-(4-(5-cyclopropyl-1H-pyrazol-3-ylamino)-5-ethynylpyrimidin-2-yl)thiophen-2-yl)methylcarbamate), C1(CC1)C1=CC(=NN1)NC1=NC(=NC=C1C#C)C1=CC=C(S1)CNC(OC(C)(C)C)=O (tert-butyl (5-(4-(5-cyclopropyl-1H-pyrazol-3-ylamino)-5-ethynylpyrimidin-2-yl)thiophen-2-yl)methylcarbamate), Cl (HCl). Reported procedure: To a solution of tert-butyl (5-(4-(5-cyclopropyl-1H-pyrazol-3-ylamino)-5-ethynylpyrimidin-2-yl)thiophen-2-yl)methylcarbamate (Compound 168) (100 mg, 0.23 mmol, 1.0 equiv.) in EtOH (3 mL) was added HCl(g)/EtOH (saturated, 3 mL). After stirred at 20° C. for 12 h, the reaction mixture was concentrated in vacuum. The crude product was crystallized with THF/isopropyl to afford 2-(5-(aminomethyl)thiophen-2-yl)-N-(5-cyclopropyl-1H-pyrazol-3-yl)-5-ethynylpyrimidin-4-amine hydrochloride (Compound 167) (4... The product is Cl.NCC1=CC=C(S1)C1=NC=C(C(=N1)NC1=NNC(=C1)C1CC1)C#C (2-(5-(aminomethyl)thiophen-2-yl)-N-(5-cyclopropyl-1H-pyrazol-3-yl)-5-ethynylpyrimidin-4-amine hydrochloride). Yield: 20.9%. Solvent: CCO (EtOH), CCO (EtOH). RXN SMILES: [CH:1]1([C:4]2[NH:8][N:7]=[C:6]([NH:9][C:10]3[C:15]([C:16]#[CH:17])=[CH:14][N:13]=[C:12]([C:18]4[S:22][C:21]([CH2:23][NH:24]C(=O)OC(C)(C)C)=[CH:20][CH:19]=4)[N:11]=3)[CH:5]=2)[CH2:3][CH2:2]1.[ClH:32]>CCO>[ClH:32].[NH2:24][CH2:23][C:21]1[S:22][C:18]([C:12]2[N:11]=[C:10]([NH:9][C:6]3[CH:5]=[C:4]([CH:1]4[CH2:2][CH2:3]4)[NH:8][N:7]=3)[C:15]([C:16]#[CH:17])=[CH:14][N:13]=2)=[CH:19][CH:20]=1 |f:3.4|. Run at time 2 hour. Solvent: CCCCC (pentane). The product is C1(C=CC=C1)CC1=CC=CC=2C3=CC=CC=C3CC12 ((cyclopentadienyl)(fluorenyl)methane), BrCC1=CC=CC=2C3=CC=CC=C3CC12 ((bromo)(fluorenyl)methane). The reactants are BrCBr (dibromomethane), C1(=CC=CC=2C3=CC=CC=C3CC12)[Li] (fluorenyllithium). As a reaction SMILES: Br[CH2:2][Br:3].[C:4]1([Li])[C:16]2[CH2:15][C:14]3[C:9](=[CH:10][CH:11]=[CH:12][CH:13]=3)[C:8]=2[CH:7]=[CH:6][CH:5]=1>CCCCC>[CH:8]1([CH2:7][C:4]2[C:16]3[CH2:15][C:14]4[C:9](=[CH:10][CH:11]=[CH:12][CH:13]=4)[C:8]=3[CH:7]=[CH:6][CH:5]=2)[CH:9]=[CH:14][CH:15]=[CH:16]1.[Br:3][CH2:2][C:4]1[C:16]2[CH2:15][C:14]3[C:9](=[CH:10][CH:11]=[CH:12][CH:13]=3)[C:8]=2[CH:7]=[CH:6][CH:5]=1. Procedure details: The ligand (cyclopentadienyl)(fluorenyl)methane was prepared as follows. To 0.4 mole dibromomethane dissolved in 200 mL pentane was added 0.2 mole fluorenyllithium powder. After the addition was complete, the reaction mixture was stirred for two hours. The reaction mixture was filtered and the filtrate washed with 100 mL of distilled water. The organic phase was dried with Na2SO4 and the solvent was stripped under vacuum. The residue was washed with 150 mL pentane to remove unreacted fluorene an... Starting materials: CN(C(=O)Cl)c1ccccc1, CN(C)C=O, C1CN2CCN1CC2, O, O=C(Nc1ccc(O)nc1)C1CCCCC1. Yields the product CN(C(=O)Oc1ccc(NC(=O)C2CCCCC2)cn1)c1ccccc1. As a reaction SMILES: [CH3:17][N:18]([C:19](=[O:20])[Cl:21])[c:22]1[cH:23][cH:24][cH:25][cH:26][cH:27]1.[CH3:37][N:38]([CH3:39])[CH:40]=[O:41].[N:28]12[CH2:29][CH2:30][N:31]([CH2:32][CH2:33]1)[CH2:34][CH2:35]2.[OH2:36].[OH:1][c:2]1[cH:3][cH:4][c:5]([NH:8][C:9](=[O:10])[CH:11]2[CH2:12][CH2:13][CH2:14][CH2:15][CH2:16]2)[cH:6][n:7]1>>[O:1]([c:2]1[cH:3][cH:4][c:5]([NH:8][C:9](=[O:10])[CH:11]2[CH2:12][CH2:13][CH2:14][CH2:15][CH2:16]2)[cH:6][n:7]1)[C:19]([N:18]([CH3:17])[c:22]1[cH:23][cH:24][cH:25][cH:26][cH:27]1)=[O:20]. Reactants: Oc1ccc(Br)cc1, CN(C)CCN, Cc1ccccc1, [Cu]I, Fc1ccc2cn[nH]c2c1, [K+], [K+], [K+], O=P([O-])([O-])[O-]. The product is Oc1ccc(-n2cc3ccc(F)cc3n2)cc1. Reaction SMILES: [Br:1][c:2]1[cH:3][cH:4][c:5]([OH:8])[cH:6][cH:7]1.[CH3:27][N:28]([CH3:29])[CH2:30][CH2:31][NH2:32].[CH3:35][c:36]1[cH:37][cH:38][cH:39][cH:40][cH:41]1.[Cu:33][I:34].[F:9][c:10]1[cH:11][cH:12][c:13]2[cH:14][n:15][nH:16][c:17]2[cH:18]1.[K+:24].[K+:25].[K+:26].[P:19]([O-:20])([O-:21])([O-:22])=[O:23]>>[c:2]1(-[n:15]2[cH:14][c:13]3[cH:12][cH:11][c:10]([F:9])[cH:18][c:17]3[n:16]2)[cH:3][cH:4][c:5]([OH:8])[cH:6][cH:7]1.